Dataset: the Open Reaction Database (ORD), a public repository of structured organic reaction records. Task: describe an organic reaction: reactants, conditions, products, and yield Reactants: C(CCCC)C=1N=C(SC1)N (4-pentyl-1,3-thiazol-2-ylamine), ClC1=C(C(=CC(=C1)Cl)C)S(=O)(=O)Cl (2,4-dichloro-6-methylbenzenesulfonyl chloride). Yields the product ClC1=C(C(=CC(=C1)Cl)C)S(=O)(=O)NC=1SC=C(N1)CCCCC (2,4-Dichloro-6-methyl-N-(4-pentyl-1,3-thiazol-2-yl)benzenesulfonamide), solid. Reaction SMILES: [CH2:1]([C:6]1[N:7]=[C:8]([NH2:11])[S:9][CH:10]=1)[CH2:2][CH2:3][CH2:4][CH3:5].[Cl:12][C:13]1[CH:18]=[C:17]([Cl:19])[CH:16]=[C:15]([CH3:20])[C:14]=1[S:21](Cl)(=[O:23])=[O:22]>>[Cl:12][C:13]1[CH:18]=[C:17]([Cl:19])[CH:16]=[C:15]([CH3:20])[C:14]=1[S:21]([NH:11][C:8]1[S:9][CH:10]=[C:6]([CH2:1][CH2:2][CH2:3][CH2:4][CH3:5])[N:7]=1)(=[O:23])=[O:22]. Reported procedure: The title compound was prepared from 4-pentyl-1,3-thiazol-2-ylamine (METHOD I) and 2,4-dichloro-6-methylbenzenesulfonyl chloride as described in the synthetic METHOD B to give a white solid (28.6 mg) with purity >90%. MS (pos) m/z 393.1, 395.1. Reactants: C(C)(C)(C)C=1N=C(C=2C(N1)=NN(N2)CC)N2CC(CC2)(F)F (5-tert-Butyl-7-(3,3-difluoro-pyrrolidin-1-yl)-2-ethyl-2H-[1,2,3]triazolo[4,5-d]pyrimidine), C(C)(C)(C)C=1N=C(C2=C(N1)NN=N2)N2CC(CC2)(F)F (5-tert-butyl-7-(3,3-difluoropyrrolidin-1-yl)-3H-[1,2,3]triazolo[4,5-d]pyrimidine), BrCCC1=C(C=CC=C1)Cl (1-(2-bromoethyl)-2-chlorobenzene). Product: C(C)(C)(C)C=1N=C(C=2C(N1)=NN(N2)CCC2=C(C=CC=C2)Cl)N2CC(CC2)(F)F (5-tert-Butyl-2-[2-(2-chloro-phenyl)-ethyl]-7-(3,3-difluoro-pyrrolidin-1-yl)-2H-[1,2,3]triazolo[4,5-d]pyrimidine). RXN SMILES: [C:1]([C:5]1[N:6]=[C:7]([N:16]2[CH2:20][CH2:19][C:18]([F:22])([F:21])[CH2:17]2)[C:8]2[C:9](=[N:11][N:12]([CH2:14][CH3:15])[N:13]=2)[N:10]=1)([CH3:4])([CH3:3])[CH3:2].C(C1N=C(N2CCC(F)(F)C2)C2N=NNC=2N=1)(C)(C)C.BrCC[C:46]1[CH:51]=[CH:50][CH:49]=[CH:48][C:47]=1[Cl:52]>>[C:1]([C:5]1[N:6]=[C:7]([N:16]2[CH2:20][CH2:19][C:18]([F:21])([F:22])[CH2:17]2)[C:8]2[C:9](=[N:11][N:12]([CH2:14][CH2:15][C:46]3[CH:51]=[CH:50][CH:49]=[CH:48][C:47]=3[Cl:52])[N:13]=2)[N:10]=1)([CH3:2])([CH3:3])[CH3:4]. Procedure: In analogy to the procedure described for the synthesis of 5-tert-butyl-7-(3,3-difluoro-pyrrolidin-1-yl)-2-ethyl-2H-[1,2,3]triazolo[4,5-d]pyrimidine (example 3, step b), the title compound was prepared from 5-tert-butyl-7-(3,3-difluoropyrrolidin-1-yl)-3H-[1,2,3]triazolo[4,5-d]pyrimidine and 1-(2-bromoethyl)-2-chlorobenzene and isolated as light yellow gum. MS (m/e): 421.3 (MH+). The reactants are CCOC(C)=O, C=Cc1c(OC2CCCCO2)ccc2c1cnn2C1CCCCO1. As a reaction SMILES: [CH3:25][CH2:26][O:27][C:28](=[O:29])[CH3:30].[O:1]1[CH:2]([n:7]2[n:8][cH:9][c:10]3[c:11]([CH:23]=[CH2:24])[c:12]([O:16][CH:17]4[O:18][CH2:19][CH2:20][CH2:21][CH2:22]4)[cH:13][cH:14][c:15]23)[CH2:3][CH2:4][CH2:5][CH2:6]1>>[O:1]1[CH:2]([n:7]2[n:8][cH:9][c:10]3[c:11]([CH2:23][CH3:24])[c:12]([O:16][CH:17]4[O:18][CH2:19][CH2:20][CH2:21][CH2:22]4)[cH:13][cH:14][c:15]23)[CH2:3][CH2:4][CH2:5][CH2:6]1. Product: CCc1c(OC2CCCCO2)ccc2c1cnn2C1CCCCO1. The reactants are COC=1C=C2C(=CC=NC2=C(C1)NC(CCCCCN1CCNCC1)=O)C (N-(6-methoxy-4-methyl-8-quinolinyl)-1-piperazinehexanamide), [Cl-].[Al+3].[Cl-].[Cl-] (aluminum chloride), [Cl-].[Al+3].[Li+].[Cl-].[Cl-].[Cl-] (lithium aluminum chloride), [OH-].[Na+] (sodium hydroxide). Solvent: O1CCCC1 (tetrahydrofuran), O (water), O1CCCC1 (tetrahydrofuran), O1CCCC1 (tetrahydrofuran). Run at time 8 hour. Product: COC=1C=C2C(=CC=NC2=C(C1)NCCCCCCN1CCNCC1)C (6-Methoxy-4-methyl-N-[6-(1-piperazinyl)hexyl]-8-quinolinamine). Yield: 58.8%. As a reaction SMILES: [Cl-].[Al+3].[Cl-].[Cl-].[Cl-].[Al+3].[Li+].[Cl-].[Cl-].[Cl-].[CH3:11][O:12][C:13]1[CH:14]=[C:15]2[C:20](=[C:21]([NH:23][C:24](=O)[CH2:25][CH2:26][CH2:27][CH2:28][CH2:29][N:30]3[CH2:35][CH2:34][NH:33][CH2:32][CH2:31]3)[CH:22]=1)[N:19]=[CH:18][CH:17]=[C:16]2[CH3:37].[OH-].[Na+]>O1CCCC1.O>[CH3:11][O:12][C:13]1[CH:14]=[C:15]2[C:20](=[C:21]([NH:23][CH2:24][CH2:25][CH2:26][CH2:27][CH2:28][CH2:29][N:30]3[CH2:31][CH2:32][NH:33][CH2:34][CH2:35]3)[CH:22]=1)[N:19]=[CH:18][CH:17]=[C:16]2[CH3:37] |f:0.1.2.3,4.5.6.7.8.9,11.12|. Procedure: A cold (-40°) slurry of 3.8 g (0.0285 mole) of anhydrous aluminum chloride in 60 ml of tetrahydrofuran was added to an equally cold suspension of 3.2 g (0.087 mole) of lithium aluminum chloride in 40 ml of tetrahydrofuran. The mixture was allowed to warm to -20° and to it was added portionwise a suspension of 7.8 g (0.021 mole) of N-(6-methoxy-4-methyl-8-quinolinyl)-1-piperazinehexanamide in 300 ml of tetrahydrofuran. The mixture was allowed to stir overnight as it warmed to room temperature, an... Reactants: ClCCCCBr, Cc1cc(-c2cc[nH]c(=O)n2)ccn1, [H-], [Na+], CN(C)C=O, O. Yields the product Cc1cc(-c2ccn(CCCCCl)c(=O)n2)ccn1. Reaction SMILES: [Br:17][CH2:18][CH2:19][CH2:20][CH2:21][Cl:22].[CH3:1][c:2]1[n:3][cH:4][cH:5][c:6](-[c:8]2[n:9][c:10](=[O:14])[nH:11][cH:12][cH:13]2)[cH:7]1.[H-:16].[Na+:15].[O:24]=[CH:25][N:26]([CH3:27])[CH3:28].[OH2:23]>>[CH3:1][c:2]1[n:3][cH:4][cH:5][c:6](-[c:8]2[n:9][c:10](=[O:14])[n:11]([CH2:18][CH2:19][CH2:20][CH2:21][Cl:22])[cH:12][cH:13]2)[cH:7]1. Starting materials: CP(OC)(OC)=O (dimethyl methylphosphonate), [Li]CCCC (n-BuLi), O (H2O), C(C)(C)(C)OC(=O)N[C@H](C(=O)OC)CC=C ((S)-methyl 2-(tert-butoxycarbonylamino)pent-4-enoate). Run in C1CCOC1 (THF), CCOC(=O)C (EtOAc), C1CCOC1 (THF). Run at time 40 minute. Yields the product COP(=O)(OC)CC([C@H](CC=C)NC(OC(C)(C)C)=O)=O ((S)-tert-Butyl 1-(dimethoxyphosphoryl)-2-oxohex-5-en-3-ylcarbamate). Yield: 88.6%. Reaction SMILES: [CH3:1][P:2](=[O:7])([O:5][CH3:6])[O:3][CH3:4].[Li]CCCC.[C:13]([O:17][C:18]([NH:20][C@@H:21]([CH2:26][CH:27]=[CH2:28])[C:22](OC)=[O:23])=[O:19])([CH3:16])([CH3:15])[CH3:14].O>C1COCC1.CCOC(C)=O>[CH3:4][O:3][P:2]([CH2:1][C:22](=[O:23])[C@@H:21]([NH:20][C:18](=[O:19])[O:17][C:13]([CH3:15])([CH3:14])[CH3:16])[CH2:26][CH:27]=[CH2:28])([O:5][CH3:6])=[O:7]. Reported procedure: To a solution of dimethyl methylphosphonate (13.98 mL, 131 mmol) in THF (87 mL) at −78° C. was added n-BuLi (82 mL, 131 mmol) slowly. After completion of addition, the reaction was stirred for 40 min and then a solution of (S)-methyl 2-(tert-butoxycarbonylamino)pent-4-enoate (6.0 g, 26.2 mmol) in THF (30 mL) was added slowly. Stirring was continued for another 40 min at −78° C. The reaction mixture was then quenched by adding H2O (2.357 mL, 131 mmol). The reaction mixture was diluted with EtOAc ... Starting materials: CC(=O)CC(C)=O, C1CCNCC1, C1CCCCC1, COc1cc(C=O)cc(OC)c1OC. Product: COc1cc(C=C(C(C)=O)C(C)=O)cc(OC)c1OC. As a reaction SMILES: [C:15]([CH3:16])(=[O:17])[CH2:18][C:19]([CH3:20])=[O:21].[CH2:22]1[CH2:23][CH2:24][NH:25][CH2:26][CH2:27]1.[CH2:28]1[CH2:29][CH2:30][CH2:31][CH2:32][CH2:33]1.[CH3:1][O:2][c:3]1[cH:4][c:5]([CH:6]=[O:7])[cH:8][c:9]([O:13][CH3:14])[c:10]1[O:11][CH3:12]>>[CH3:1][O:2][c:3]1[cH:4][c:5]([CH:6]=[C:18]([C:15]([CH3:16])=[O:17])[C:19]([CH3:20])=[O:21])[cH:8][c:9]([O:13][CH3:14])[c:10]1[O:11][CH3:12]. The reactants are COC(C(CC1=CC=C(C=C1)O)OC)=O (3-(4-Hydroxyphenyl)-2-methoxypropanoic acid methyl ester), CS(=O)(=O)OC1=CC=C(C=C1)CCCS(=O)(=O)[O-] (2-(4-methanesulfonyloxyphenyl)ethylmethanesulfonate), Example 1 ( b ). Yields the product COC(C(CC1=CC=C(C=C1)OCCC1=CC=C(C=C1)OS(=O)(=O)C)OC)=O (3-{4-[2-(4-methanesulfonyloxyphenyl)ethoxy]-phenyl}-2-methoxypropanoic acid methyl ester). Reaction SMILES: [CH3:1][O:2][C:3](=[O:15])[CH:4]([O:13][CH3:14])[CH2:5][C:6]1[CH:11]=[CH:10][C:9]([OH:12])=[CH:8][CH:7]=1.[CH3:16][S:17]([O:20][C:21]1[CH:26]=[CH:25][C:24]([CH2:27][CH2:28]CS([O-])(=O)=O)=[CH:23][CH:22]=1)(=[O:19])=[O:18]>>[CH3:1][O:2][C:3](=[O:15])[CH:4]([O:13][CH3:14])[CH2:5][C:6]1[CH:11]=[CH:10][C:9]([O:12][CH2:28][CH2:27][C:24]2[CH:23]=[CH:22][C:21]([O:20][S:17]([CH3:16])(=[O:18])=[O:19])=[CH:26][CH:25]=2)=[CH:8][CH:7]=1. Procedure details: 3-(4-Hydroxyphenyl)-2-methoxypropanoic acid methyl ester was alkylated with 2-(4-methanesulfonyloxyphenyl)ethylmethanesulfonate (described in Example 1a) using the same method as in Example 1 (b) to give 3-{4-[2-(4-methanesulfonyloxyphenyl)ethoxy]-phenyl}-2-methoxypropanoic acid methyl ester. Reactants: [H-].[Na+] (sodium hydride), O1CCN(CC1)CCNS(=O)(=O)C=1C=C2CC(NC2=CC1)=O (5-(2-morpholinoethylaminosulphonyl)oxindole), CS(=O)C (DMSO), ClC1=NC=NC2=CC(=C(C=C12)OC)OC (4-chloro-6,7dimethoxyquinazoline). Run in CN(C)C=O (DMF), CN(C)C=O (DMF). Run at time 30 minute. Product: Cl.COC=1C=C2C(=NC=NC2=CC1OC)C1C(NC2=CC=C(C=C12)S(=O)(=O)NCCN1CCOCC1)=O (6,7-dimethoxy-4-(5-(2-morpholinoethylaminosulphonyl)oxindol-3-yl)quinazoline hydrochloride). Yield: 52.1%. As a reaction SMILES: [O:1]1[CH2:6][CH2:5][N:4]([CH2:7][CH2:8][NH:9][S:10]([C:13]2[CH:14]=[C:15]3[C:19](=[CH:20][CH:21]=2)[NH:18][C:17](=[O:22])[CH2:16]3)(=[O:12])=[O:11])[CH2:3][CH2:2]1.[H-].[Na+].[Cl:25][C:26]1[C:35]2[C:30](=[CH:31][C:32]([O:38][CH3:39])=[C:33]([O:36][CH3:37])[CH:34]=2)[N:29]=[CH:28][N:27]=1.CS(C)=O>CN(C=O)C>[ClH:25].[CH3:37][O:36][C:33]1[CH:34]=[C:35]2[C:30](=[CH:31][C:32]=1[O:38][CH3:39])[N:29]=[CH:28][N:27]=[C:26]2[CH:16]1[C:15]2[C:19](=[CH:20][CH:21]=[C:13]([S:10]([NH:9][CH2:8][CH2:7][N:4]3[CH2:5][CH2:6][O:1][CH2:2][CH2:3]3)(=[O:12])=[O:11])[CH:14]=2)[NH:18][C:17]1=[O:22] |f:1.2,6.7|. Procedure details: A solution of 5-(2-morpholinoethylaminosulphonyl)oxindole (364 mg, 1.1 mmol), (prepared as described for the starting material in Example 48), in DMF (3.5 ml) was added dropwise to a suspension of sodium hydride (90 mg, 2.2 mmol, prewashed with hexane) in DMF (1.5 ml). The mixture was stirred for 30 minutes at ambient temperature and 4-chloro-6,7dimethoxyquinazoline (84 mg, 0.37 mmol), (prepared as described for the starting material in Example 1), was added as a solid followed by DMSO (2 ml). T... The reactants are O (water), aqueous solution, Cl (hydrogen chloride), C(C)(=O)NC(CCCCB1OC(C(O1)(C)C)(C)C)(C(NC(C)(C)C)=O)[C@H]1CN(CC1)C(=O)OC(C)(C)C (tert-butyl (3R)-3-[1-acetamido-1-(tert-butylcarbamoyl)-5-(4,4,5,5-tetramethyl-1,3,2-dioxaborolan-2-yl)pentyl]pyrrolidine-1-carboxylate). Run in O1CCOCC1 (1,4-dioxane). Yields the product Cl.Cl.N[C@](C(=O)O)(CCCCB(O)O)[C@H]1CNCC1 ((R)-2-amino-6-borono-2-((R)-pyrrolidin-3-yl)hexanoic acid dihydrochloride). Reaction SMILES: C([NH:4][C:5]([C@@H:26]1[CH2:30][CH2:29][N:28](C(OC(C)(C)C)=O)[CH2:27]1)([C:19](=[O:25])NC(C)(C)C)[CH2:6][CH2:7][CH2:8][CH2:9][B:10]1[O:14]C(C)(C)C(C)(C)[O:11]1)(=O)C.[ClH:38].[OH2:39]>O1CCOCC1>[ClH:38].[ClH:38].[NH2:4][C@@:5]([C@@H:26]1[CH2:30][CH2:29][NH:28][CH2:27]1)([CH2:6][CH2:7][CH2:8][CH2:9][B:10]([OH:11])[OH:14])[C:19]([OH:25])=[O:39] |f:4.5.6|. Procedure details: In a 50 ML round bottom flask, tert-butyl (3R)-3-[1-acetamido-1-(tert-butylcarbamoyl)-5-(4,4,5,5-tetramethyl-1,3,2-dioxaborolan-2-yl)pentyl]pyrrolidine-1-carboxylate (1.41 g, 2.69 mmol) was dissolved in 1,4-dioxane (10 mL). To this solution was added a 6M aqueous solution of hydrogen chloride (10 mL) in a single portion and the reaction was heated under refluxing conditions for 18 h. At the end of 18 hours the reaction mixture was cooled to room temperature prior to dilution with water (10 mL). ...